This data is from the Open Reaction Database (ORD), a public repository of structured organic reaction records. The task is: describe an organic reaction: reactants, conditions, products, and yield Reactants: COC(C1=C(C=CC=C1)CCC(OCC)(OCC)C1=CC(=CC=C1)\C=C\C1=NC2=CC(=CC=C2C=C1)Cl)=O (Methyl-2-(3-{3-[(E)-2-(7-chloro-quinolin-2-yl)-vinyl]-phenyl}-3,3-diethoxy-propyl)-benzoate), [OH-].[Na+] (Sodium hydroxide). Solvent: O1CCOCC1 (1,4-dioxane). Run at temperature 80 celsius. Yields the product ClC1=CC=C2C=CC(=NC2=C1)/C=C/C=1C=C(C=CC1)C(CCC1=C(C(=O)O)C=CC=C1)(OCC)OCC (2-(3-{3-[(E)-2-(7-Chloro-quinolin-2-yl)-vinyl]-phenyl}-3,3-diethoxy-propyl)-benzoic acid). As a reaction SMILES: C[O:2][C:3](=[O:38])[C:4]1[CH:9]=[CH:8][CH:7]=[CH:6][C:5]=1[CH2:10][CH2:11][C:12]([C:19]1[CH:24]=[CH:23][CH:22]=[C:21](/[CH:25]=[CH:26]/[C:27]2[CH:36]=[CH:35][C:34]3[C:29](=[CH:30][C:31]([Cl:37])=[CH:32][CH:33]=3)[N:28]=2)[CH:20]=1)([O:16][CH2:17][CH3:18])[O:13][CH2:14][CH3:15].[OH-].[Na+]>O1CCOCC1>[Cl:37][C:31]1[CH:30]=[C:29]2[C:34]([CH:35]=[CH:36][C:27](/[CH:26]=[CH:25]/[C:21]3[CH:20]=[C:19]([C:12]([O:16][CH2:17][CH3:18])([O:13][CH2:14][CH3:15])[CH2:11][CH2:10][C:5]4[CH:6]=[CH:7][CH:8]=[CH:9][C:4]=4[C:3]([OH:38])=[O:2])[CH:24]=[CH:23][CH:22]=3)=[N:28]2)=[CH:33][CH:32]=1 |f:1.2|. Reported procedure: To a stirred solution of Ketal-ester 42 (0.65 g, 1.29 mmol) in 1,4-dioxane (10.0 ml) was added a solution of Sodium hydroxide (0.6 g, 15 mmol). The reaction mixture was heated at 80° C. for 18 hours. The resulting mixture was concentrated to remove dioxane, diluted with water (25 ml) and acidify with acetic acid, followed by usual workup with dichloromethane and FC to give (Ib.96) (0.35 g, 55%). The reactants are [OH-].C(C)[P+](C)(CC)CC (triethylmethylphosphonium hydroxide), F[B-](F)(F)F.[H+] (fluoroboric acid). Conditions: temperature 28 celsius, time 1 hour. The product is F[B-](F)(F)F.C(C)[P+](C)(CC)CC (triethylmethylphosphonium tetrafluoroborate). As a reaction SMILES: [OH-].[CH2:2]([P+:4]([CH2:8][CH3:9])([CH2:6][CH3:7])[CH3:5])[CH3:3].[F:10][B-:11]([F:14])([F:13])[F:12].[H+]>>[F:10][B-:11]([F:14])([F:13])[F:12].[CH2:2]([P+:4]([CH2:8][CH3:9])([CH2:6][CH3:7])[CH3:5])[CH3:3] |f:0.1,2.3,4.5|. Procedure: To 1,581.5 g (0.859 mole) of 8.92 weight percent triethylmethylphosphonium hydroxide aqueous solution prepared as above, 180.45 g (0.863 mole) of 42% fluoroboric acid was added. The resulting transparent and colorless solution was stirred at a room temperature of 28° C. for 1 hour. The solution was concentrated using a rotary evaporator under a reduced pressure to obtain 406.2 g of slurry. The slurry was cooled at 15° C. for about 2 hours, and was filtered to recover white crystals (189.63 g). T... The reactants are COC(CCC1=CC(=C(C=C1)OCP(=O)(OC(C)C)OC(C)C)P(=O)(OCC)OCC)=O (3-(3-Diethylphosphono-4-diisopropylphosphonomethoxyphenyl)propionic acid methyl ester), O[Li].O (LiOH.H2O). Solvent: C1CCOC1 (THF), O (H2O). Reaction conditions: temperature 0 celsius, time 1 hour. The product is C(C)OP(=O)(OCC)C=1C=C(C=CC1OCP(=O)(OC(C)C)OC(C)C)CCC(=O)O (3-(3-Diethylphosphono-4-diisopropylphosphonomethoxyphenyl)propionic Acid). The yield is 86.7%. RXN SMILES: C[O:2][C:3](=[O:32])[CH2:4][CH2:5][C:6]1[CH:11]=[CH:10][C:9]([O:12][CH2:13][P:14]([O:20][CH:21]([CH3:23])[CH3:22])([O:16][CH:17]([CH3:19])[CH3:18])=[O:15])=[C:8]([P:24]([O:29][CH2:30][CH3:31])([O:26][CH2:27][CH3:28])=[O:25])[CH:7]=1.O[Li].O>C1COCC1.O>[CH2:27]([O:26][P:24]([C:8]1[CH:7]=[C:6]([CH2:5][CH2:4][C:3]([OH:32])=[O:2])[CH:11]=[CH:10][C:9]=1[O:12][CH2:13][P:14]([O:16][CH:17]([CH3:18])[CH3:19])([O:20][CH:21]([CH3:22])[CH3:23])=[O:15])([O:29][CH2:30][CH3:31])=[O:25])[CH3:28] |f:1.2|. Procedure: 3-(3-Diethylphosphono-4-diisopropylphosphonomethoxyphenyl)propionic acid methyl ester (474 mg, 0.96 mmol) in 5 mL THF at 0° C. was added LiOH.H2O (60 mg, 1.43 mmol) in 1 mL H2O. The reaction mixture was stirred at 0° C. for 1 hr. THF was removed in vacuo and 5 mL 1N HCl was added. Aqueous phase was extracted with DCM (8×10 mL). Combined organic was dried over Na2SO4, concentrated to yield crude product 400 mg (yield 87%) as a clear oil. Electrospray mass spectrum: m/z 479.50 (M−H). Reactants: [Al+3], COc1ccc(-c2noc3ccsc23)cc1, [Cl-], [Cl-], [Cl-], ClCCCl. Yields the product Oc1ccc(-c2noc3ccsc23)cc1. Reaction SMILES: [Al+3:18].[CH3:1][O:2][c:3]1[cH:4][cH:5][c:6](-[c:9]2[n:10][o:11][c:12]3[c:13]2[s:14][cH:15][cH:16]3)[cH:7][cH:8]1.[Cl-:17].[Cl-:19].[Cl-:20].[Cl:21][CH2:22][CH2:23][Cl:24]>>[OH:2][c:3]1[cH:4][cH:5][c:6](-[c:9]2[n:10][o:11][c:12]3[c:13]2[s:14][cH:15][cH:16]3)[cH:7][cH:8]1. Starting materials: COC(Cl)Cl, Cl[Sn](Cl)(Cl)Cl, ClCCl, c1ccc2c(c1)CCO2. Product: O=Cc1cccc2c1OCC2. As a reaction SMILES: [CH3:15][O:16][CH:17]([Cl:18])[Cl:19].[Cl:10][Sn:11]([Cl:12])([Cl:13])[Cl:14].[Cl:20][CH2:21][Cl:22].[O:1]1[c:2]2[c:3]([cH:6][cH:7][cH:8][cH:9]2)[CH2:4][CH2:5]1>>[O:1]1[c:2]2[c:3]([cH:6][cH:7][cH:8][c:9]2[CH:15]=[O:16])[CH2:4][CH2:5]1. The reactants are CC=1C=C2CC(NC2=CC1)=O (5-methyl-2-indolinone), C(CCC)[Li] (n-butyllithium), CC1=C(N)C(=CC(=C1)C)C (2,4,6-trimethylaniline), C1CCOC1 (THF). Run at temperature 0 celsius, time 30 minute. Product: CN1C(CC2=CC=C(C=C12)C)=O (1,6-dimethyl-2-indolinone). The yield is 42.0%. As a reaction SMILES: C[C:2]1[CH:8]=[C:7]([CH3:9])[CH:6]=C(C)C=1N.C([Li])CCC.CC1C=C2C(=CC=1)[NH:22][C:21](=O)C2.[CH2:27]1[CH2:31][O:30][CH2:29][CH2:28]1>>[CH3:21][N:22]1[C:2]2[C:28](=[CH:29][CH:6]=[C:7]([CH3:9])[CH:8]=2)[CH2:27][C:31]1=[O:30]. Reported procedure: A solution of 2,4,6-trimethylaniline (6.86 g, 5 mmol) in dry THF (100 mL) under an atmosphere of N2 was cooled to -78° C. and n-butyllithium (21 mL, 2.5M solution in hexanes) was added dropwise. The mixture was allowed to warm to 0° C., and dry CO2 gas was bubbled in for 2-3 minutes. The excess CO2 was removed under vacuum, and after the addition of further THF to replace that lost by evaporation, the solution was recooled to -78° C. n-Butyllithium (22 mL, 2.5M solution in hexanes) was again add... The reactants are CC(=O)Nc1nc(CO)cs1, CO, ClC(Cl)Cl. Product: CC(=O)Nc1nc(C=O)cs1. RXN SMILES: [C:1]([CH3:2])(=[O:3])[NH:4][c:5]1[s:6][cH:7][c:8]([CH2:10][OH:11])[n:9]1.[CH3:16][OH:17].[CH:12]([Cl:13])([Cl:14])[Cl:15]>>[C:1]([CH3:2])(=[O:3])[NH:4][c:5]1[s:6][cH:7][c:8]([CH:10]=[O:11])[n:9]1. Reaction conditions: temperature 90 celsius. Starting materials: FC=1C=CC(=NC1)C(=O)OCC (ethyl 5-fluoropyridine-2-carboxylate), C(CC(O)(C(=O)O)CC(=O)O)(=O)O (citric acid), C([O-])([O-])=O.[K+].[K+] (potassium carbonate). Run in CN(C=O)C (dimethylformamide), CO (methanol). RXN SMILES: F[C:2]1[CH:3]=[CH:4][C:5]([C:8]([O:10][CH2:11]C)=[O:9])=[N:6][CH:7]=1.[C:13](=O)([O-])[O-:14].[K+].[K+].C(O)(=O)CC(CC(O)=O)(C(O)=O)O>CN(C)C=O.CO>[CH3:13][O:14][C:2]1[CH:3]=[CH:4][C:5]([C:8]([O:10][CH3:11])=[O:9])=[N:6][CH:7]=1 |f:1.2.3|. Yield: 47.1%. Procedure details: 100 mg of ethyl 5-fluoropyridine-2-carboxylate obtained from Reference Example 18 (step 2) was dissolved in 1 ml of dimethylformamide and 1 ml of methanol, and 163 mg of potassium carbonate was added to it and stirred under heat at 90° C. for 40 minutes. This was neutralized with aqueous 10% citric acid solution, extracted with chloroform, and the organic layer was washed with saturated saline water. After dried, the solvent was evaporated away under reduced pressure, and the residue was purifie... Product: COC=1C=CC(=NC1)C(=O)OC (methyl 5-methoxypyridine-2-carboxylate). The reactants are [N+](=O)([O-])C1=CC=C(C=O)C=C1 (p-nitrobenzaldehyde), Cl.COC(CCN)=O (β-alanine methyl ester hydrochloride), Cl (HCl), [BH4-].[Na+] (sodium borohydride). Run in CO (methanol), C(C)N(CC)CC (triethylamine). Reaction conditions: time 25 minute. Yields the product Cl.COC(CCNCC1=CC=C(C=C1)[N+](=O)[O-])=O (N-(p-nitrobenzyl)-β-alanine methyl ester hydrochloride). Isolated yield 71.0%. RXN SMILES: [N+:1]([C:4]1[CH:11]=[CH:10][C:7]([CH:8]=O)=[CH:6][CH:5]=1)([O-:3])=[O:2].[ClH:12].[CH3:13][O:14][C:15](=[O:19])[CH2:16][CH2:17][NH2:18].[BH4-].[Na+].Cl>CO.C(N(CC)CC)C>[ClH:12].[CH3:13][O:14][C:15](=[O:19])[CH2:16][CH2:17][NH:18][CH2:8][C:7]1[CH:10]=[CH:11][C:4]([N+:1]([O-:3])=[O:2])=[CH:5][CH:6]=1 |f:1.2,3.4,8.9|. Procedure: A mixture of p-nitrobenzaldehyde (1.51 g), β-alanine methyl ester hydrochloride (1.40 g), triethylamine (1.6 ml) and methanol (20 ml) is stirred at room temperature for 25 minutes. The mixture is ice-cooled, and sodium borohydride (807 mg) is added thereto. The mixture is stirred at the same temperature for 10 minutes. The mixture is acidified with 10% HCl, and extracted with ethyl acetate. The aqueous layer is neutralized with 10% NaOH, and extracted with ethyl acetate. The extract is washed wi... The reactants are C1CCOC1, CCN(C(C)C)C(C)C, COc1nccc2cc(O)c(Cl)cc12, ClCCl, CCC(N)C1(C(F)(F)F)CCC(O)CC1, CCOC(=O)N=NC(=O)OCC. Product: CCC(N)C1(C(F)(F)F)CCC(Oc2cc3ccnc(OC)c3cc2Cl)CC1. As a reaction SMILES: [CH2:54]1[O:55][CH2:56][CH2:57][CH2:58]1.[CH:16]([N:17]([CH2:18][CH3:19])[CH:20]([CH3:21])[CH3:22])([CH3:23])[CH3:24].[Cl:25][c:26]1[c:27]([OH:38])[cH:28][c:29]2[cH:30][cH:31][n:32][c:33]([O:36][CH3:37])[c:34]2[cH:35]1.[Cl:51][CH2:52][Cl:53].[NH2:1][CH:2]([CH2:3][CH3:4])[C:5]1([C:12]([F:13])([F:14])[F:15])[CH2:6][CH2:7][CH:8]([OH:11])[CH2:9][CH2:10]1.[O:39]=[C:40]([O:41][CH2:42][CH3:43])[N:44]=[N:45][C:46]([O:47][CH2:48][CH3:49])=[O:50]>>[NH2:1][CH:2]([CH2:3][CH3:4])[C:5]1([C:12]([F:13])([F:14])[F:15])[CH2:6][CH2:7][CH:8]([O:11][c:27]2[c:26]([Cl:25])[cH:35][c:34]3[c:29]([cH:28]2)[cH:30][cH:31][n:32][c:33]3[O:36][CH3:37])[CH2:9][CH2:10]1.